Dataset: the Open Reaction Database (ORD), a public repository of structured organic reaction records. Task: describe an organic reaction: reactants, conditions, products, and yield The reactants are C(CC)NC(CCCN1C(=NC=2C=NC=3C=CC=CC3C21)CCC)=O (N-Propyl-4-(2-propyl-1H-imidazo[4,5-c]quinolin-1-yl)butanamide), C1=CC(=CC(=C1)Cl)C(=O)OO (mCPBA), [OH-].[NH4+] (ammonium hydroxide), C1(=CC=C(C=C1)S(=O)(=O)Cl)C (p-toluenesulfonyl chloride), crude product. Solvent: C1(=CC=CC=C1)C (toluene), ClCCl (dichloromethane). Yields the product NC1=NC=2C=CC=CC2C2=C1N=C(N2CCCC(=O)NCCC)CCC (4-(4-amino-2-propyl-1H-imidazo[4,5-c]quinolin-1-yl)-N-propylbutanamide). Reaction SMILES: [CH2:1]([NH:4][C:5](=[O:25])[CH2:6][CH2:7][CH2:8][N:9]1[C:21]2[C:20]3[CH:19]=[CH:18][CH:17]=[CH:16][C:15]=3[N:14]=[CH:13][C:12]=2[N:11]=[C:10]1[CH2:22][CH2:23][CH3:24])[CH2:2][CH3:3].C1C=C(Cl)C=C(C(OO)=O)C=1.[OH-].[NH4+:38].C1(C)C=CC(S(Cl)(=O)=O)=CC=1>C1(C)C=CC=CC=1.ClCCl>[NH2:38][C:13]1[C:12]2[N:11]=[C:10]([CH2:22][CH2:23][CH3:24])[N:9]([CH2:8][CH2:7][CH2:6][C:5]([NH:4][CH2:1][CH2:2][CH3:3])=[O:25])[C:21]=2[C:20]2[CH:19]=[CH:18][CH:17]=[CH:16][C:15]=2[N:14]=1 |f:2.3|. Reported procedure: N-Propyl-4-(2-propyl-1H-imidazo[4,5-c]quinolin-1-yl)butanamide (5.6 g, 15 mmol) was treated with mCPBA (8.5 g, 38 mmol), concentrated ammonium hydroxide (100 mL), and p-toluenesulfonyl chloride (4.9 g, 26 mmol) according to the method described in Part F of Example 1. The crude product was dissolved in hot toluene (25 mL) and dichloromethane. A precipitate slowly formed, was isolated by filtration, and was washed with toluene (15 mL). The solid was recrystallized twice from 4:1 methanol:water (2... Reactants: [H-].[Na+] (sodium hydride), C(C1=CC=CC=C1)OC(NCCC(C)(C)O)=O ((3-hydroxy-3-methyl-butyl)-carbamic acid benzyl ester), C(=O)(O)[O-].[Na+] (NaHCO3). The solvent is C1CCOC1 (THF). Run at time 3 hour. The product is CC1(CCNC(O1)=O)C (6,6-dimethyl-[1,3]oxazinan-2-one). Isolated yield 50.7%. Reaction SMILES: C([O:8][C:9](=[O:17])[NH:10][CH2:11][CH2:12][C:13](O)([CH3:15])[CH3:14])C1C=CC=CC=1.[H-].[Na+].C([O-])(O)=O.[Na+]>C1COCC1>[CH3:15][C:13]1([CH3:14])[O:17][C:9](=[O:8])[NH:10][CH2:11][CH2:12]1 |f:1.2,3.4|. Reported procedure: (11.6 g, 48.9 mmol) (3-Hydroxy-3-methyl-butyl)-carbamic acid benzyl ester (Example 72, step 1) was dissolved in THF (250 ml) and sodium hydride (60%, 5.2 g, 108 mmol, 2.2 equiv.) was added in portions. The mixture was stirred for 3 hours at room temperature. 5 ml saturated NaHCO3 solution was added carefully and the mixture was evaporated with isolute to dryness. The crude product was purified by flash chromatography by directly loading the residue onto a silica gel column and eluting with an et...